This data is from the Open Reaction Database (ORD), a public repository of structured organic reaction records. The task is: describe an organic reaction: reactants, conditions, products, and yield Reactants: C1=CC=CC=2C3=CC=CC=C3C(C12)COC(=O)N1CCC(CC1)NN ([1-(9H-fluoren-9-ylmethoxycarbonyl)-4-piperidinyl]-hydrazine), S (hydrogen sulphide), CC1=C(NC(N1C1CCNCC1)=O)C1=CC=CC=C1 (1,3-dihydro-5-methyl-4-phenyl-1-(4-piperidinyl)-2H-imidazol-2-one). The solvent is O1CCCC1 (tetrahydrofuran), O1CCCC1 (tetrahydrofuran). Product: C1(=CC=CC=C1)C=1NC(N(N1)C1CCN(CC1)C(=O)OCC1C2=CC=CC=C2C=2C=CC=CC12)=O (2,4-dihydro-5-phenyl-2-[1-(9H-fluoren-9-ylmethoxycarbonyl)-4-piperidinyl]-3H-1,2,4-triazol-3-one). Reaction SMILES: [CH:1]1[C:13]2[CH:12]([CH2:14][O:15][C:16]([N:18]3[CH2:23][CH2:22][CH:21]([NH:24][NH2:25])[CH2:20][CH2:19]3)=[O:17])[C:11]3[C:6](=[CH:7][CH:8]=[CH:9][CH:10]=3)[C:5]=2[CH:4]=[CH:3][CH:2]=1.S.CC1N(C2CCNCC2)[C:31](=[O:39])[NH:30][C:29]=1[C:40]1[CH:45]=[CH:44][CH:43]=[CH:42][CH:41]=1>O1CCCC1>[C:40]1([C:29]2[NH:30][C:31](=[O:39])[N:24]([CH:21]3[CH2:22][CH2:23][N:18]([C:16]([O:15][CH2:14][CH:12]4[C:13]5[CH:1]=[CH:2][CH:3]=[CH:4][C:5]=5[C:6]5[C:11]4=[CH:10][CH:9]=[CH:8][CH:7]=5)=[O:17])[CH2:19][CH2:20]3)[N:25]=2)[CH:45]=[CH:44][CH:43]=[CH:42][CH:41]=1. Procedure details: The solutions of 5.56 g (0.0165 mol) of [1-(9H-fluoren-9-ylmethoxycarbonyl)-4-piperidinyl]-hydrazine in 60 ml of tetrahydrofuran and 3.7 g (0.0177 mol) of N-(ethoxycarbonyl)-benzothionamide in 30 ml of tetrahydrofuran were combined and refluxed for 1 hour, whereupon hydrogen sulphide was released. The solvent was distilled off in vacuo, the oily residue remaining was boiled with a little acetonitrile. The mixture was allowed to cool, then additionally cooled from outside with ice water and the r... The reactants are CCOC(C)=O, Nc1c(-c2ccccn2)cccc1[N+](=O)[O-]. Yields the product Nc1cccc(-c2ccccn2)c1N. As a reaction SMILES: [CH3:17][CH2:18][O:19][C:20]([CH3:21])=[O:22].[N+:1]([O-:2])(=[O:3])[c:4]1[c:5]([NH2:6])[c:7](-[c:11]2[n:12][cH:13][cH:14][cH:15][cH:16]2)[cH:8][cH:9][cH:10]1>>[NH2:1][c:4]1[c:5]([NH2:6])[c:7](-[c:11]2[n:12][cH:13][cH:14][cH:15][cH:16]2)[cH:8][cH:9][cH:10]1. Starting materials: C([O-])([O-])=O.[K+].[K+] (potassium carbonate), C(C)I (ethyl iodide), NC1=NC=C(C=C1)C(=O)O (2-amino-5-pyridine carboxylic acid), C([O-])([O-])=O.[K+].[K+] (potassium carbonate), C(C)I (ethyl iodide). Run in CN(C)C=O (DMF). Reaction conditions: time 24 hour. The product is C(C)OC(=O)C=1C=CC(=NC1)N (2-amino-5-pyridinecarboxylic acid ethyl ester). Yield: 51.1%. As a reaction SMILES: [NH2:1][C:2]1[CH:7]=[CH:6][C:5]([C:8]([OH:10])=[O:9])=[CH:4][N:3]=1.C(=O)([O-])[O-].[K+].[K+].[CH2:17](I)[CH3:18]>CN(C=O)C>[CH2:17]([O:9][C:8]([C:5]1[CH:6]=[CH:7][C:2]([NH2:1])=[N:3][CH:4]=1)=[O:10])[CH3:18] |f:1.2.3|. Procedure: To 2-amino-5-pyridine carboxylic acid (10.1 g, 73.0 mmol) in DMF (100 ml) at room temperature under argon was added potassium carbonate (10.1 g, 73.0 mmol) followed by ethyl iodide (8.8 ml, 110.0 mmol) 15 minutes later. The reaction mixture was heated on a steam bath for 2 hours, then additional potassium carbonate (2.0 g) and ethyl iodide (4.4 ml) were added. The reaction mixture was heated on a steam bath for 60 hours, cooled to room temperature and stirred for 24 hours. The reaction mixture w... The reactants are COC1=CC=C(C(=O)NC=2C(=CC=CC2)NC(=O)C2CCNCC2)C=C1 (N1-(4-methoxybenzoyl)-N2-(piperidin-4-ylcarbonyl)-1,2-benzenediamine), C(C(C)C)=O (isobutyraldehyde). Yields the product COC1=CC=C(C(=O)NC=2C(=CC=CC2)NC(=O)C2CCN(CC2)CC(C)C)C=C1 (N1-(4-Methoxybenzoyl)-N2-(1-isobutylpiperidin-4-ylcarbonyl)-1,2-benzenediamine). Reaction SMILES: [CH3:1][O:2][C:3]1[CH:26]=[CH:25][C:6]([C:7]([NH:9][C:10]2[C:11]([NH:16][C:17]([CH:19]3[CH2:24][CH2:23][NH:22][CH2:21][CH2:20]3)=[O:18])=[CH:12][CH:13]=[CH:14][CH:15]=2)=[O:8])=[CH:5][CH:4]=1.[CH:27](=O)[CH:28]([CH3:30])[CH3:29]>>[CH3:1][O:2][C:3]1[CH:4]=[CH:5][C:6]([C:7]([NH:9][C:10]2[C:11]([NH:16][C:17]([CH:19]3[CH2:20][CH2:21][N:22]([CH2:27][CH:28]([CH3:30])[CH3:29])[CH2:23][CH2:24]3)=[O:18])=[CH:12][CH:13]=[CH:14][CH:15]=2)=[O:8])=[CH:25][CH:26]=1. Reported procedure: Using the general procedure described in Example 3, N1-(4-methoxybenzoyl)-N2-(piperidin-4-ylcarbonyl)-1,2-benzenediamine (0.070 mmol) was reacted with isobutyraldehyde to provide 32 mg of the title product as the free base. Treatment with hydrochloric acid and concentration in vacuo yielded the salt of the title compound. Reactants: C(C)(=O)OCC(CCl)=O (3-chloro-2-oxopropyl acetate), NC(=S)N (thiourea). The solvent is C(C)O (ethanol). Yields the product Cl.C(C)(=O)OCC=1N=C(SC1)N ((2-amino-1,3-thiazol-4-yl)methyl acetate hydrochloride). Isolated yield 51.1%. RXN SMILES: [C:1]([O:4][CH2:5][C:6](=O)[CH2:7][Cl:8])(=[O:3])[CH3:2].[NH2:10][C:11]([NH2:13])=[S:12]>C(O)C>[ClH:8].[C:1]([O:4][CH2:5][C:6]1[N:10]=[C:11]([NH2:13])[S:12][CH:7]=1)(=[O:3])[CH3:2] |f:3.4|. Procedure details: A mixture of 3-chloro-2-oxopropyl acetate (5 g) and thiourea (2.5 g) in ethanol (25 ml) was refluxed for 4 hours. The reaction mixture was cooled to ambient temperature and the resulting crystalline precipitate was collected by filtration and washed with ethanol (20 ml) to give (2-amino-1,3-thiazol-4-yl)methyl acetate hydrochloride (3.5 g) as white crystals.